From a dataset of the Open Reaction Database (ORD), a public repository of structured organic reaction records. describe an organic reaction: reactants, conditions, products, and yield Starting materials: C(C)(C)(C)OC(=O)NC(C(=O)OC(C)N1C=C(C=2C1=NC=C(C2)C2=CC=C(C=C2)Cl)C(C2=C(C(=CC=C2F)NS(=O)(=O)CCC)F)=O)C(C)C (1-(5-(4-chlorophenyl)-3-(2,6-difluoro-3-(propylsulfonamido)benzoyl)-1H-pyrrolo[2,3-b]pyridin-1-yl)ethyl 2-((tert-butoxycarbonyl)amino)-3-methylbutanoate), Cl (HCl). Solvent: CCOC(=O)C (EtOAc). The product is Cl.NC(C(=O)OC(C)N1C=C(C=2C1=NC=C(C2)C2=CC=C(C=C2)Cl)C(C2=C(C(=CC=C2F)NS(=O)(=O)CCC)F)=O)C(C)C (1-(5-(4-chlorophenyl)-3-(2,6-difluoro-3-(propylsulfonamido)-benzoy)-1H-pyrrolo[2,3-b]pyridin-1-yl)ethyl 2-amino-3-methylbutanoate hydrochloride). Isolated yield 114.9%. As a reaction SMILES: C(OC([NH:8][CH:9]([CH:48]([CH3:50])[CH3:49])[C:10]([O:12][CH:13]([N:15]1[C:19]2=[N:20][CH:21]=[C:22]([C:24]3[CH:29]=[CH:28][C:27]([Cl:30])=[CH:26][CH:25]=3)[CH:23]=[C:18]2[C:17]([C:31](=[O:47])[C:32]2[C:37]([F:38])=[CH:36][CH:35]=[C:34]([NH:39][S:40]([CH2:43][CH2:44][CH3:45])(=[O:42])=[O:41])[C:33]=2[F:46])=[CH:16]1)[CH3:14])=[O:11])=O)(C)(C)C.Cl>CCOC(C)=O>[ClH:30].[NH2:8][CH:9]([CH:48]([CH3:49])[CH3:50])[C:10]([O:12][CH:13]([N:15]1[C:19]2=[N:20][CH:21]=[C:22]([C:24]3[CH:29]=[CH:28][C:27]([Cl:30])=[CH:26][CH:25]=3)[CH:23]=[C:18]2[C:17]([C:31](=[O:47])[C:32]2[C:37]([F:38])=[CH:36][CH:35]=[C:34]([NH:39][S:40]([CH2:43][CH2:44][CH3:45])(=[O:41])=[O:42])[C:33]=2[F:46])=[CH:16]1)[CH3:14])=[O:11] |f:3.4|. Procedure: A mixture of 1-(5-(4-chlorophenyl)-3-(2,6-difluoro-3-(propylsulfonamido)benzoyl)-1H-pyrrolo[2,3-b]pyridin-1-yl)ethyl 2-((tert-butoxycarbonyl)amino)-3-methylbutanoate (0.29 g, 0.39 mmol) and a saturated solution of HCl in EtOAc (4 mL) was stirred at rt for 2 h. The mixture was filtered to give the title compound as a white solid (0.15 g, 57%). The title compound was characterized by LC-MS and 1H NMR as shown below: The reactants are NC(C(C(CC1=CC=CC=C1)NC(C1=C(N=CC=C1)N1N=C(C=C1)CN1CC2=CC=CC=C2CC1)=O)O)=O (N-(4-amino-3-hydroxy-4-oxo-1-phenylbutan-2-yl)-2-(3-((3,4-dihydroisoquinolin-2(1H)-yl)methyl)-1H-pyrazol-1-yl)nicotinamide), crude product. RXN SMILES: [NH2:1][C:2](=[O:38])[CH:3]([OH:37])[CH:4]([NH:12][C:13](=[O:36])[C:14]1[CH:19]=[CH:18][CH:17]=[N:16][C:15]=1[N:20]1[CH:24]=[CH:23][C:22]([CH2:25][N:26]2[CH2:35][CH2:34][C:33]3[C:28](=[CH:29][CH:30]=[CH:31][CH:32]=3)[CH2:27]2)=[N:21]1)[CH2:5][C:6]1[CH:11]=[CH:10][CH:9]=[CH:8][CH:7]=1>C(Cl)Cl>[NH2:1][C:2](=[O:38])[C:3](=[O:37])[CH:4]([NH:12][C:13](=[O:36])[C:14]1[CH:19]=[CH:18][CH:17]=[N:16][C:15]=1[N:20]1[CH:24]=[CH:23][C:22]([CH2:25][N:26]2[CH2:35][CH2:34][C:33]3[C:28](=[CH:29][CH:30]=[CH:31][CH:32]=3)[CH2:27]2)=[N:21]1)[CH2:5][C:6]1[CH:7]=[CH:8][CH:9]=[CH:10][CH:11]=1. Procedure: Oxidation of N-(4-amino-3-hydroxy-4-oxo-1-phenylbutan-2-yl)-2-(3-((3,4-dihydroisoquinolin-2(1H)-yl)methyl)-1H-pyrazol-1-yl)nicotinamide (200 mg, 0.392 mmol) as described in example 1.4, recrystallization of the crude product from CH2Cl2/MTB gave the title compound as white amorphous solid; 52 mg, ESI-MS [M+H]+: 509.2. 1H-NMR (400 MHz, DMSO), δ[ppm]: 8.98 (m, 1H), 8.59 (m, 1H), 8.42 (m, 1H), 8.07 (m, 1H), 7.83 (m, 1H), 7.74 (m, 1H), 7.44 (m, 1H), 7.29-7.15 (m, 5H), 7.10-7.00 (m, 4H), 6.43 (m, 1H)... The solvent is C(Cl)Cl (CH2Cl2). The product is NC(C(C(CC1=CC=CC=C1)NC(C1=C(N=CC=C1)N1N=C(C=C1)CN1CC2=CC=CC=C2CC1)=O)=O)=O (N-(4-Amino-3,4-dioxo-1-phenylbutan-2-yl)-2-(3-((3,4-dihydroisoquinolin-2(1H)-yl)methyl)-1H-pyrazol-1-yl)nicotinamide). Starting materials: CC(C)CNCc1ccc(-c2cccc(S(C)(=O)=O)c2)s1, CCN(C(C)C)C(C)C, COc1ccc(Cl)cc1S(=O)(=O)Cl, ClCCl. Product: COc1ccc(Cl)cc1S(=O)(=O)N(Cc1ccc(-c2cccc(S(C)(=O)=O)c2)s1)CC(C)C. As a reaction SMILES: [CH2:1]([CH:2]([CH3:3])[CH3:4])[NH:5][CH2:6][c:7]1[s:8][c:9](-[c:12]2[cH:13][c:14]([S:18](=[O:19])(=[O:20])[CH3:21])[cH:15][cH:16][cH:17]2)[cH:10][cH:11]1.[CH:35]([N:36]([CH2:37][CH3:38])[CH:39]([CH3:40])[CH3:41])([CH3:42])[CH3:43].[Cl:22][c:23]1[cH:24][cH:25][c:26]([O:33][CH3:34])[c:27]([S:29](=[O:30])(=[O:31])[Cl:32])[cH:28]1.[Cl:44][CH2:45][Cl:46]>>[CH2:1]([CH:2]([CH3:3])[CH3:4])[N:5]([CH2:6][c:7]1[s:8][c:9](-[c:12]2[cH:13][c:14]([S:18](=[O:19])(=[O:20])[CH3:21])[cH:15][cH:16][cH:17]2)[cH:10][cH:11]1)[S:29]([c:27]1[c:26]([O:33][CH3:34])[cH:25][cH:24][c:23]([Cl:22])[cH:28]1)(=[O:30])=[O:31]. The reactants are Si-Thiol, BrC=1C=C(C(=O)NC2=CC=C(C=C2)OC(F)(F)F)C=CC1F (3-bromo-4-fluoro-N-(4-(trifluoromethoxy)phenyl)benzamide), S1C=NC=C1 (thiazole), CC(=O)[O-].[K+] (KOAc). The reagents and catalysts are CC(=O)[O-].CC(=O)[O-].[Pd+2] (Pd(OAc)2). Run at temperature 130 celsius, time 20 hour. The product is FC1=C(C=C(C(=O)NC2=CC=C(C=C2)OC(F)(F)F)C=C1)C1=CN=CS1 (4-Fluoro-3-(thiazol-5-yl)-N-(4-(trifluoromethoxy)phenyl)benzamide). RXN SMILES: Br[C:2]1[CH:3]=[C:4]([CH:19]=[CH:20][C:21]=1[F:22])[C:5]([NH:7][C:8]1[CH:13]=[CH:12][C:11]([O:14][C:15]([F:18])([F:17])[F:16])=[CH:10][CH:9]=1)=[O:6].[S:23]1[CH:27]=[CH:26][N:25]=[CH:24]1.CC([O-])=O.[K+]>CC([O-])=O.CC([O-])=O.[Pd+2]>[F:22][C:21]1[CH:20]=[CH:19][C:4]([C:5]([NH:7][C:8]2[CH:13]=[CH:12][C:11]([O:14][C:15]([F:18])([F:17])[F:16])=[CH:10][CH:9]=2)=[O:6])=[CH:3][C:2]=1[C:27]1[S:23][CH:24]=[N:25][CH:26]=1 |f:2.3,4.5.6|. Procedure details: A mixture of 3-bromo-4-fluoro-N-(4-(trifluoromethoxy)phenyl)benzamide (Stage 1.2, 100 mg, 0.264 mmol), thiazole (113 mg, 1.322 mmol), KOAc (130 mg, 1.322 mmol) and Pd(OAc)2 (0.297 mg, 1.322 μmol) were added to a vial, which was sealed and evacuated/purged with argon. DMA (0.81 mL) was added and the mixture was stirred at 130° C. for 20 h. The RM was diluted with THF (3 mL), treated with Si-Thiol (Silicycle, 1.44 mmol/g, 9.18 mg, 0.013 mmol) and filtered off. The filtrate was poured onto 1 M HCl ... The reactants are Cl (hydrochloric acid), solution, C1(=CC=CC=C1)CC(=O)N[C@H]1[C@@H]2N(C(=C(CS2)C=CC)C(=O)OCC2=CC=C(C=C2)OC)C1=O (4-methoxybenzyl (6R,7R) -7-phenylacet-amido-3-(1-propenyl)-ceph-3-em-4-carboxylate). Reagents/catalysts: [Ti](Cl)(Cl)(Cl)Cl (Titanium tetrachloride). Run in O (water), ClCCl (dichloromethane), ClCCl (dichloromethane). Product: C1(=CC=CC=C1)CC(=O)N[C@H]1[C@@H]2N(C(=C(CS2)\C=C\C)C(=O)O)C1=O ((6R,7R)-7-phenylacetamido-3-[(E)-1-propenyl]-ceph-3-em-4-carboxylic acid). The yield is 10.1%. RXN SMILES: [C:1]1([CH2:7][C:8]([NH:10][C@@H:11]2[C:33](=[O:34])[N:13]3[C:14]([C:21]([O:23]CC4C=CC(OC)=CC=4)=[O:22])=[C:15]([CH:18]=[CH:19][CH3:20])[CH2:16][S:17][C@H:12]23)=[O:9])[CH:6]=[CH:5][CH:4]=[CH:3][CH:2]=1.Cl>ClCCl.O.[Ti](Cl)(Cl)(Cl)Cl>[C:1]1([CH2:7][C:8]([NH:10][C@@H:11]2[C:33](=[O:34])[N:13]3[C:14]([C:21]([OH:23])=[O:22])=[C:15](/[CH:18]=[CH:19]/[CH3:20])[CH2:16][S:17][C@H:12]23)=[O:9])[CH:6]=[CH:5][CH:4]=[CH:3][CH:2]=1. Procedure details: A stirred solution of 4-methoxybenzyl (6R,7R) -7-phenylacet-amido-3-(1-propenyl)-ceph-3-em-4-carboxylate (0.509 g, purity 9% E-isomer, 84% Z-isomer, 0.99 mmol) in dichloromethane (15 ml) was cooled to 2° C. Titanium tetrachloride (0.5 ml, 4.5 mmol) was added in 1 min. After 30 min the brown suspension was mixed with a chilled mixture of dichloromethane (50 ml) and a 2M solution of hydrochloric acid in water (50 ml). The organic phase was separated and extracted with a 2M solution of hydrochloric... Reactants: O=c1ccccn1C(=S)n1ccccc1=O, Cc1ccc2cnc(N)cc2c1, ClCCl. Product: Cc1ccc2cnc(N=C=S)cc2c1. RXN SMILES: [C:1](=[S:2])([n:3]1[cH:4][cH:5][cH:6][cH:7][c:8]1=[O:9])[n:10]1[cH:11][cH:12][cH:13][cH:14][c:15]1=[O:16].[CH3:17][c:18]1[cH:19][c:20]2[cH:21][c:22]([NH2:28])[n:23][cH:24][c:25]2[cH:26][cH:27]1.[Cl:29][CH2:30][Cl:31]>>[C:1](=[S:2])=[N:28][c:22]1[cH:21][c:20]2[cH:19][c:18]([CH3:17])[cH:27][cH:26][c:25]2[cH:24][n:23]1. Reactants: O=C([O-])[O-], CC(=O)c1ccc(OS(=O)(=O)C(F)(F)F)c(C(C)(C)C)c1, COc1ccc(F)c(B(O)O)c1, [K+], [K+], c1ccc(P(c2ccccc2)(c2ccccc2)[Pd](P(c2ccccc2)(c2ccccc2)c2ccccc2)(P(c2ccccc2)(c2ccccc2)c2ccccc2)P(c2ccccc2)(c2ccccc2)c2ccccc2)cc1. The product is COc1ccc(F)c(-c2ccc(C(C)=O)cc2C(C)(C)C)c1. RXN SMILES: [C:34](=[O:35])([O-:36])[O-:37].[F:1][C:2]([F:3])([F:4])[S:5]([O:6][c:7]1[c:8]([C:16]([CH3:17])([CH3:18])[CH3:19])[cH:9][c:10]([C:13]([CH3:14])=[O:15])[cH:11][cH:12]1)(=[O:20])=[O:21].[F:22][c:23]1[c:24]([B:31]([OH:32])[OH:33])[cH:25][c:26]([O:29][CH3:30])[cH:27][cH:28]1.[K+:38].[K+:39].[cH:40]1[cH:41][cH:42][c:43]([P:44]([Pd:45]([P:46]([c:47]2[cH:48][cH:49][cH:50][cH:51][cH:52]2)([c:53]2[cH:54][cH:55][cH:56][cH:57][cH:58]2)[c:59]2[cH:60][cH:61][cH:62][cH:63][cH:64]2)([P:65]([c:66]2[cH:67][cH:68][cH:69][cH:70][cH:71]2)([c:72]2[cH:73][cH:74][cH:75][cH:76][cH:77]2)[c:78]2[cH:79][cH:80][cH:81][cH:82][cH:83]2)[P:84]([c:85]2[cH:86][cH:87][cH:88][cH:89][cH:90]2)([c:91]2[cH:92][cH:93][cH:94][cH:95][cH:96]2)[c:97]2[cH:98][cH:99][cH:100][cH:101][cH:102]2)([c:103]2[cH:104][cH:105][cH:106][cH:107][cH:108]2)[c:109]2[cH:110][cH:111][cH:112][cH:113][cH:114]2)[cH:115][cH:116]1>>[c:7]1(-[c:24]2[c:23]([F:22])[cH:28][cH:27][c:26]([O:29][CH3:30])[cH:25]2)[c:8]([C:16]([CH3:17])([CH3:18])[CH3:19])[cH:9][c:10]([C:13]([CH3:14])=[O:15])[cH:11][cH:12]1. Reactants: FC=1C=C(C=C(C1)C1=CC=C(C=C1)OCCF)C(CC(=O)OC)NC(=O)[C@H]1CN(CCC1)C(CCC1CCN(CC1)C(=O)OC(C)(C)C)=O (tert-butyl 4-{3-[(3R)-3-({1-[5-fluoro-4′-(2-fluoroethoxy)biphenyl-3-yl]-3-methoxy-3-oxopropyl}carbamoyl)piperidin-1-yl]-3-oxopropyl}piperidine-1-carboxylate), [OH-].[Na+] (sodium hydroxide). Solvent: O1CCCC1 (tetrahydrofurane), O (water). Conditions: time 20 hour. Yields the product C(C)(C)(C)OC(=O)N1CCC(CC1)CCC(=O)N1C[C@@H](CCC1)C(=O)NC(CC(=O)O)C=1C=C(C=C(C1)F)C1=CC=C(C=C1)OCCF (3-({[(3R)-1-{3-[1-(tert-butoxycarbonyl)piperidin-4-yl]propanoyl}piperidin-3-yl]carbonyl}amino)-3-[5-fluoro-4′-(2-fluoroethoxy)biphenyl-3-yl]propanoic acid). Yield: 69.8%. Reaction SMILES: [F:1][C:2]1[CH:3]=[C:4]([CH:18]([NH:24][C:25]([C@@H:27]2[CH2:32][CH2:31][CH2:30][N:29]([C:33](=[O:49])[CH2:34][CH2:35][CH:36]3[CH2:41][CH2:40][N:39]([C:42]([O:44][C:45]([CH3:48])([CH3:47])[CH3:46])=[O:43])[CH2:38][CH2:37]3)[CH2:28]2)=[O:26])[CH2:19][C:20]([O:22]C)=[O:21])[CH:5]=[C:6]([C:8]2[CH:13]=[CH:12][C:11]([O:14][CH2:15][CH2:16][F:17])=[CH:10][CH:9]=2)[CH:7]=1.[OH-].[Na+]>O1CCCC1.O>[C:45]([O:44][C:42]([N:39]1[CH2:38][CH2:37][CH:36]([CH2:35][CH2:34][C:33]([N:29]2[CH2:30][CH2:31][CH2:32][C@@H:27]([C:25]([NH:24][CH:18]([C:4]3[CH:5]=[C:6]([C:8]4[CH:9]=[CH:10][C:11]([O:14][CH2:15][CH2:16][F:17])=[CH:12][CH:13]=4)[CH:7]=[C:2]([F:1])[CH:3]=3)[CH2:19][C:20]([OH:22])=[O:21])=[O:26])[CH2:28]2)=[O:49])[CH2:41][CH2:40]1)=[O:43])([CH3:48])([CH3:47])[CH3:46] |f:1.2|. Reported procedure: 220 mg (0.32 mmol) tert-butyl 4-{3-[(3R)-3-({1-[5-fluoro-4′-(2-fluoroethoxy)biphenyl-3-yl]-3-methoxy-3-oxopropyl}carbamoyl)piperidin-1-yl]-3-oxopropyl}piperidine-1-carboxylate were dissolved in 10.4 ml tetrahydrofurane. 3.85 ml (0.39 mmol) 0.1N sodium hydroxide solution were added. The mixture was stirred at room temperature for 20 hours, diluted with water and a small amount of 1N sodium hydroxide solution and extracted with ethyl acetate. The aqueous layer was brought to pH=4.5 with 10% aqueou...